This data is from the Open Reaction Database (ORD), a public repository of structured organic reaction records. The task is: describe an organic reaction: reactants, conditions, products, and yield Reactants: CC(=O)Nc1ccn(C2CCC(COC(C)=O)O2)c(=O)n1, CC[N+](CC)(CC)CC, CC#N, Cc1ccc(S(=O)(=O)[O-])cc1. Yields the product CC(=O)Nc1ccn(C2C=CC(COC(C)=O)O2)c(=O)n1. RXN SMILES: [C:1]([CH3:2])(=[O:3])[O:4][CH2:5][CH:6]1[CH2:7][CH2:8][CH:9]([n:11]2[c:12](=[O:13])[n:14][c:15]([NH:16][C:17]([CH3:18])=[O:19])[cH:20][cH:21]2)[O:10]1.[CH2:33]([N+:34]([CH2:35][CH3:36])([CH2:37][CH3:38])[CH2:39][CH3:40])[CH3:41].[CH3:42][C:43]#[N:44].[O-:22][S:23]([c:24]1[cH:25][cH:26][c:27]([CH3:28])[cH:29][cH:30]1)(=[O:31])=[O:32]>>[C:1]([CH3:2])(=[O:3])[O:4][CH2:5][CH:6]1[CH:7]=[CH:8][CH:9]([n:11]2[c:12](=[O:13])[n:14][c:15]([NH:16][C:17]([CH3:18])=[O:19])[cH:20][cH:21]2)[O:10]1. The reactants are Cl.FC(C=1C=C2CCC(C(C2=CC1)=O)CN1CCC2(C(NCN2C2=CC=CC=C2)=O)CC1)(F)F (8-[(6-(Trifluoromethyl)-1,2,3,4-tetrahydro-1-oxo-2-naphthal-enyl)methyl]-1-phenyl-1,3,8,-triazaspiro[4.5]decan-4-one, hydrochloride), [BH4-].[Na+] (sodium borohydride). Solvent: O (water), O (water), CO (methanol). Reaction conditions: time 16 hour. Yields the product FC(C=1C=C2CCC(C(C2=CC1)O)CN1CCC2(C(NCN2C2=CC=CC=C2)=O)CC1)(F)F (8-[(6-(Trifluoromethyl)-1,2,3,4-tetrahydro-1-hydroxy-2-naphthal-enyl)methyl]-1-phenyl-1,3,8-triazaspiro[4.5]decan-4-one). The yield is 82.7%. As a reaction SMILES: Cl.[F:2][C:3]([F:34])([F:33])[C:4]1[CH:5]=[C:6]2[C:11](=[CH:12][CH:13]=1)[C:10](=[O:14])[CH:9]([CH2:15][N:16]1[CH2:32][CH2:31][C:19]3([N:23]([C:24]4[CH:29]=[CH:28][CH:27]=[CH:26][CH:25]=4)[CH2:22][NH:21][C:20]3=[O:30])[CH2:18][CH2:17]1)[CH2:8][CH2:7]2.[BH4-].[Na+]>CO.O>[F:33][C:3]([F:2])([F:34])[C:4]1[CH:5]=[C:6]2[C:11](=[CH:12][CH:13]=1)[CH:10]([OH:14])[CH:9]([CH2:15][N:16]1[CH2:32][CH2:31][C:19]3([N:23]([C:24]4[CH:25]=[CH:26][CH:27]=[CH:28][CH:29]=4)[CH2:22][NH:21][C:20]3=[O:30])[CH2:18][CH2:17]1)[CH2:8][CH2:7]2 |f:0.1,2.3|. Reported procedure: 8-[(6-(Trifluoromethyl)-1,2,3,4-tetrahydro-1-oxo-2-naphthal-enyl)methyl]-1-phenyl-1,3,8,-triazaspiro[4.5]decan-4-one, hydrochloride (1:1) (0.65 g, see example 184) is slurried in methanol (10 ml) and, with cooling, treated with a solution of sodium borohydride (0.27 g) in water (2 ml). The resulting mixture is stirred at room temperature under nitrogen for 16 hours, diluted with water (10 ml), and extracted with methylene chloride. Concentration of the dried organic solution followed by triturat... The reactants are FC1=C(N)C=CC=C1 (2-fluoroaniline), ClC1=C(C(=O)Cl)C=C(C(=C1)F)S(=O)(=O)Cl (2-chloro-5-(chlorosulfonyl)-4-fluorobenzoyl chloride), C1[C@H]2N(CCN1)CCC2 ((S)-octahydropyrrolo[1,2-a]pyrazine), C([O-])([O-])=O.[Na+].[Na+] (sodium carbonate), C([O-])([O-])=O.[Na+].[Na+] (sodium carbonate). Solvent: ClCCl (dichloromethane), ClCCl (dichloromethane), ClCCl (dichloromethane), ClCCl (dichloromethane), CO (methanol). Reaction conditions: time 8 hour. Product: ClC1=CC(=C(C=C1C(=O)N1C[C@H]2N(CC1)CCC2)S(=O)(=O)NC2=C(C=CC=C2)F)F (4-chloro-2-fluoro-N-(2-fluorophenyl)-5-[(8aS)-hexahydropyrrolo[1,2-a]pyrazin-2(1H)-ylcarbonyl]benzenesulfonamide). Reaction SMILES: [Cl:1][C:2]1[CH:10]=[C:9]([F:11])[C:8]([S:12](Cl)(=[O:14])=[O:13])=[CH:7][C:3]=1[C:4](Cl)=[O:5].[CH2:16]1[NH:21][CH2:20][CH2:19][N:18]2[CH2:22][CH2:23][CH2:24][C@@H:17]12.C(=O)([O-])[O-].[Na+].[Na+].[F:31][C:32]1[CH:38]=[CH:37][CH:36]=[CH:35][C:33]=1[NH2:34]>ClCCl.CO>[Cl:1][C:2]1[C:3]([C:4]([N:21]2[CH2:20][CH2:19][N:18]3[CH2:22][CH2:23][CH2:24][C@H:17]3[CH2:16]2)=[O:5])=[CH:7][C:8]([S:12]([NH:34][C:33]2[CH:35]=[CH:36][CH:37]=[CH:38][C:32]=2[F:31])(=[O:14])=[O:13])=[C:9]([F:11])[CH:10]=1 |f:2.3.4|. Reported procedure: To crude 2-chloro-5-(chlorosulfonyl)-4-fluorobenzoyl chloride (4 mmol) in anhydrous dichloromethane (100 mL) was added (S)-octahydropyrrolo[1,2-a]pyrazine (0.505 g, 4 mmol) in dichloromethane (10 mL) slowly over 10 minutes at room temperature. Then sodium carbonate (0.933 g, 8.8 mmol) was added. The mixture was stirred at room temperature overnight. Then dichloromethane was removed by concentration in vacuo, and 2-fluoroaniline (4.44 g, 40 mmol) in dichloromethane (30 mL) was added. The mixture ... Reactants: CCO, COC(=O)c1ccn2cc(-c3ccccc3)nc2c1, Cl, [Na+], [OH-], O. Product: O=C(O)c1ccn2cc(-c3ccccc3)nc2c1. Reaction SMILES: [CH3:23][CH2:24][OH:25].[CH3:3][O:4][C:5](=[O:6])[c:7]1[cH:8][c:9]2[n:10]([cH:11][cH:12]1)[cH:13][c:14](-[c:16]1[cH:17][cH:18][cH:19][cH:20][cH:21]1)[n:15]2.[ClH:22].[Na+:2].[OH-:1].[OH2:26]>>[O:4]=[C:5]([OH:6])[c:7]1[cH:8][c:9]2[n:10]([cH:11][cH:12]1)[cH:13][c:14](-[c:16]1[cH:17][cH:18][cH:19][cH:20][cH:21]1)[n:15]2. Reactants: C1CCNC1, CCOC(C)=O, CS(=O)(=O)Nc1ccc(CNC(=O)C=Cc2ccc(Cl)nc2)cc1F. The product is CS(=O)(=O)Nc1ccc(CNC(=O)C=Cc2ccc(N3CCCC3)nc2)cc1F. Reaction SMILES: [CH2:26]1[CH2:27][CH2:28][NH:29][CH2:30]1.[CH3:31][CH2:32][O:33][C:34]([CH3:35])=[O:36].[Cl:1][c:2]1[cH:3][cH:4][c:5]([CH:8]=[CH:9][C:10](=[O:11])[NH:12][CH2:13][c:14]2[cH:15][c:16]([F:25])[c:17]([NH:20][S:21](=[O:22])(=[O:23])[CH3:24])[cH:18][cH:19]2)[cH:6][n:7]1>>[c:2]1([N:29]2[CH2:28][CH2:27][CH2:26][CH2:30]2)[cH:3][cH:4][c:5]([CH:8]=[CH:9][C:10](=[O:11])[NH:12][CH2:13][c:14]2[cH:15][c:16]([F:25])[c:17]([NH:20][S:21](=[O:22])(=[O:23])[CH3:24])[cH:18][cH:19]2)[cH:6][n:7]1.